This data is from the Open Reaction Database (ORD), a public repository of structured organic reaction records. The task is: describe an organic reaction: reactants, conditions, products, and yield Starting materials: CC(=O)[O-], CC(=O)[O-], O=C([O-])[O-], COC(=O)c1cccc(Br)c1, Cc1ccccc1, [Cs+], [Cs+], CCCc1c(OCc2cccc(N)c2)ccc(C(C)=O)c1O, O=C(O)CC(O)(CC(=O)O)C(=O)O, [Pd+2], c1ccc(P(c2ccccc2)c2ccc3ccccc3c2-c2c(P(c3ccccc3)c3ccccc3)ccc3ccccc23)cc1. The product is CCCc1c(OCc2cccc(Nc3cccc(C(=O)OC)c3)c2)ccc(C(C)=O)c1O. Reaction SMILES: [C:106]([O-:107])(=[O:108])[CH3:109].[C:111]([O-:112])(=[O:113])[CH3:114].[C:34](=[O:35])([O-:36])[O-:37].[CH3:23][O:24][C:25]([c:26]1[cH:27][c:28]([Br:32])[cH:29][cH:30][cH:31]1)=[O:33].[CH3:99][c:100]1[cH:101][cH:102][cH:103][cH:104][cH:105]1.[Cs+:38].[Cs+:39].[NH2:1][c:2]1[cH:3][c:4]([CH2:5][O:6][c:7]2[c:8]([CH2:17][CH2:18][CH3:19])[c:9]([OH:16])[c:10]([C:13]([CH3:14])=[O:15])[cH:11][cH:12]2)[cH:20][cH:21][cH:22]1.[OH:86][C:87]([CH2:88][C:89]([C:90](=[O:91])[OH:92])([CH2:93][C:94](=[O:95])[OH:96])[OH:97])=[O:98].[Pd+2:110].[cH:40]1[cH:41][cH:42][c:43]([P:44]([c:45]2[cH:46][cH:47][c:48]3[c:49]([cH:50][cH:51][cH:52][cH:53]3)[c:54]2-[c:55]2[c:56]3[c:57]([cH:58][cH:59][cH:60][cH:61]3)[cH:62][cH:63][c:64]2[P:65]([c:66]2[cH:67][cH:68][cH:69][cH:70][cH:71]2)[c:72]2[cH:73][cH:74][cH:75][cH:76][cH:77]2)[c:78]2[cH:79][cH:80][cH:81][cH:82][cH:83]2)[cH:84][cH:85]1>>[NH:1]([c:2]1[cH:3][c:4]([CH2:5][O:6][c:7]2[c:8]([CH2:17][CH2:18][CH3:19])[c:9]([OH:16])[c:10]([C:13]([CH3:14])=[O:15])[cH:11][cH:12]2)[cH:20][cH:21][cH:22]1)[c:28]1[cH:27][c:26]([C:25]([O:24][CH3:23])=[O:33])[cH:31][cH:30][cH:29]1. The reactants are NC=1C=CC2=C(C(OC(O2)C(Cl)(Cl)Cl)C(Cl)(Cl)Cl)C1 (6-amino-2,4-bis(trichloromethyl)benzo[1,3]dioxin), C(C)(=O)Cl (acetyl chloride), C(C)(=O)OC(C)=O (acetic anhydride). The product is C(C)(=O)N(C=1C=CC2=C(C(OC(O2)C(Cl)(Cl)Cl)C(Cl)(Cl)Cl)C1)C(C)=O (6-diacetylamino-2,4-bis(trichloromethyl)benzo[1,3]dioxin). As a reaction SMILES: [NH2:1][C:2]1[CH:3]=[CH:4][C:5]2[O:10][CH:9]([C:11]([Cl:14])([Cl:13])[Cl:12])[O:8][CH:7]([C:15]([Cl:18])([Cl:17])[Cl:16])[C:6]=2[CH:19]=1.[C:20](Cl)(=[O:22])[CH3:21].[C:24](OC(=O)C)(=[O:26])[CH3:25]>>[C:20]([N:1]([C:24](=[O:26])[CH3:25])[C:2]1[CH:3]=[CH:4][C:5]2[O:10][CH:9]([C:11]([Cl:12])([Cl:13])[Cl:14])[O:8][CH:7]([C:15]([Cl:18])([Cl:17])[Cl:16])[C:6]=2[CH:19]=1)(=[O:22])[CH3:21]. Procedure: A mixture of 6-amino-2,4-bis(trichloromethyl)benzo[1,3]dioxin (1.0 g.), acetyl chloride (1 ml.) and acetic anhydride (25 ml.) was warmed on a steam bath for 5 hours. The reaction mixture was cooled and evaporated to dryness under reduced pressure. Trituration of the oily residue with aqueous ethanol gave a solid product, which was crystallised from ethanol to give 6-diacetylamino-2,4-bis(trichloromethyl)benzo[1,3]dioxin, m.p. 147°-148° C. Starting materials: [H-].[Na+] (sodium hydride), ClC1=C(C=C(C=C1)N1CCOCC1)C1NC2=CC=C(C=C2C(C1)(C)C)C(=O)O (2-(2-chloro-5-morpholin-4-yl-phenyl)-4,4-dimethyl-1,2,3,4-tetrahydro-quinoline-6-carboxylic acid), C(=O)(N1C=NC=C1)N1C=NC=C1 (1,1′-carbonyldiimidazole), CS(=O)(=O)N (methanesulfonamide). The solvent is O (water), CN(C=O)C (N,N-dimethylformamide), CN(C=O)C (N,N-dimethylformamide). Reported procedure: To a suspension of 60% sodium hydride (650 mg, 16 mmol) in N,N-dimethylformamide (5 mL) was added methanesulfonamide (1.53 g, 16 mmol) at room temperature. The resulting mixture was stirred at 25° C. for 1 h to afford Solution A23. A solution of 2-(2-chloro-5-morpholin-4-yl-phenyl)-4,4-dimethyl-1,2,3,4-tetrahydro-quinoline-6-carboxylic acid (900 mg, 2.3 mmol) and 1,1′-carbonyldiimidazole (730 mg, 4.5 mmol) in N,N-dimethylformamide (3 mL) was stirred at 70° C. for 1 h and cooled to room temperatu... Run at temperature 25 celsius, time 1 hour. The yield is 17.3%. Yields the product ClC1=C(C=C(C=C1)N1CCOCC1)C1NC2=CC=C(C=C2C(C1)(C)C)C(=O)NS(=O)(=O)C (N-[2-(2-chloro-5-morpholin-4-yl-phenyl)-4,4-dimethyl-1,2,3,4-tetrahydro-quinoline-6-carbonyl]-methanesulfonamide). Reaction SMILES: [H-].[Na+].[CH3:3][S:4]([NH2:7])(=[O:6])=[O:5].[Cl:8][C:9]1[CH:14]=[CH:13][C:12]([N:15]2[CH2:20][CH2:19][O:18][CH2:17][CH2:16]2)=[CH:11][C:10]=1[CH:21]1[CH2:30][C:29]([CH3:32])([CH3:31])[C:28]2[C:23](=[CH:24][CH:25]=[C:26]([C:33](O)=[O:34])[CH:27]=2)[NH:22]1.C(N1C=CN=C1)(N1C=CN=C1)=O>CN(C)C=O.O>[Cl:8][C:9]1[CH:14]=[CH:13][C:12]([N:15]2[CH2:20][CH2:19][O:18][CH2:17][CH2:16]2)=[CH:11][C:10]=1[CH:21]1[CH2:30][C:29]([CH3:31])([CH3:32])[C:28]2[C:23](=[CH:24][CH:25]=[C:26]([C:33]([NH:7][S:4]([CH3:3])(=[O:6])=[O:5])=[O:34])[CH:27]=2)[NH:22]1 |f:0.1|.